describe an organic reaction: reactants, conditions, products, and yield From a dataset of the Open Reaction Database (ORD), a public repository of structured organic reaction records. As a reaction SMILES: [CH3:13][S:14]([CH3:15])=[O:16].[CH3:1][C:2]1=[CH:7][CH2:6][CH2:5][C:4]([CH3:8])([CH3:9])[C:3]1=[O:10].[Na+:12].[OH-:11]>>[CH3:1][C:2]1=[CH:7][CH2:6][CH2:5][C:4]([CH3:8])([CH3:9])[C:3]12[O:10][CH2:13]2. Reactants: CS(C)=O, CC1=CCCC(C)(C)C1=O, [Na+], [OH-]. Yields the product CC1=CCCC(C)(C)C12CO2.